This data is from the Open Reaction Database (ORD), a public repository of structured organic reaction records. The task is: describe an organic reaction: reactants, conditions, products, and yield Procedure details: A solution 1.0 g (3.4 mmol) of the azide of Example 17 in 50 mL benzene was treated with 573 mg (6.8 mmol) of methyl propiolate followed by warming at reflux for 24 h. The mixture was cooled and the product isolated by filtration of the reaction mixture. These procedures afforded 880 mg of the title compound as a white solid. High Resolution Mass Spectrum (EI): calcd for C16H16FN5O5 : 377.1135. found: 377.1131. Run in C1=CC=CC=C1 (benzene). Starting materials: N(=[N+]=[N-])C1=C(C=C(C=C1)N1C(O[C@H](C1)CNC(C)=O)=O)F ((S)-N-[[3-[4-Azido-3-fluorophenyl]-2-oxo-5-oxazolidinyl]methyl]acetamide), C(C#C)(=O)OC (methyl propiolate). Yield: 68.6%. Reaction SMILES: [N:1]([C:4]1[CH:9]=[CH:8][C:7]([N:10]2[CH2:14][C@H:13]([CH2:15][NH:16][C:17](=[O:19])[CH3:18])[O:12][C:11]2=[O:20])=[CH:6][C:5]=1[F:21])=[N+:2]=[N-:3].[C:22]([O:26][CH3:27])(=[O:25])[C:23]#[CH:24]>C1C=CC=CC=1>[F:21][C:5]1[CH:6]=[C:7]([N:10]2[CH2:14][C@H:13]([CH2:15][NH:16][C:17](=[O:19])[CH3:18])[O:12][C:11]2=[O:20])[CH:8]=[CH:9][C:4]=1[N:1]1[CH:24]=[C:23]([C:22]([O:26][CH3:27])=[O:25])[N:3]=[N:2]1. Yields the product FC=1C=C(C=CC1N1N=NC(=C1)C(=O)OC)N1C(O[C@H](C1)CNC(C)=O)=O ((S)-N-[[3-[3-Fluoro-4-(4-carbomethoxy-1H-1,2,3-triazol-1-yl)phenyl]-2-oxo-5-oxazolidinyl]methyl]acetamide). Starting materials: C(C)(C)(C)OC(NC1CCC(CC1)N)=O ((4-Amino-cyclohexyl)-carbamic acid tert-butyl ester), C(C)(=O)O[BH-](OC(C)=O)OC(C)=O.[Na+] (sodium triacetoxyborohydride), [OH-].[Na+] (NaOH), [OH-].[Na+] (NaOH), CC(=O)C (acetone), C(C)(=O)O[BH-](OC(C)=O)OC(C)=O.[Na+] (sodium triacetoxyborohydride), C=O (formaldehyde). The solvent is C(Cl)Cl (methylene chloride). Reaction conditions: time 10 minute. Product: C(C)(C)(C)OC(N[C@@H]1CC[C@@H](CC1)N(C)C(C)C)=O (cis-[4-(Isopropyl-methyl-amino)-cyclohexyl]-carbamic acid tert-butyl ester). The yield is 110.6%. As a reaction SMILES: [C:1]([O:5][C:6](=[O:15])[NH:7][CH:8]1[CH2:13][CH2:12][CH:11]([NH2:14])[CH2:10][CH2:9]1)([CH3:4])([CH3:3])[CH3:2].[CH3:16][C:17]([CH3:19])=O.[C:20](O[BH-](OC(=O)C)OC(=O)C)(=O)C.[Na+].[OH-].[Na+].C=O>C(Cl)Cl>[C:1]([O:5][C:6](=[O:15])[NH:7][C@H:8]1[CH2:9][CH2:10][C@@H:11]([N:14]([CH:17]([CH3:19])[CH3:16])[CH3:20])[CH2:12][CH2:13]1)([CH3:4])([CH3:2])[CH3:3] |f:2.3,4.5|. Procedure: Example 1 h, Step 1: A sample of (4-Amino-cyclohexyl)-carbamic acid tert-butyl ester (available from Albany Molecular Research; 2.00 g, 10.7 mmol, 1 eq.), acetone (1.18 mL, 16.1 mmol, 1.5 eq.), sodium triacetoxyborohydride (3.41 g, 16.1 mmol, 1.5 eq.) and 50 mL of methylene chloride were stirred at RT for 20 hours. Added 20 mL of 1 N NaOH and stirred 10 minutes then extracted 3× with methylene chloride. The organic layers were combined, dried and stripped in vacuo to obtain an oil. Added sodium ... The reactants are FC(C1=C(CC=2C=C(C(=O)OC)C=CN2)C=CC=C1)(F)F (Methyl 2-(2-(trifluoromethyl)benzyl)isonicotinate). The reagents and catalysts are [Pt](=O)=O (platinum(IV) oxide), [Pt](=O)=O (platinum(IV) oxide). The solvent is C(C)(=O)O (acetic acid). Run at time 3 hour. The product is FC(C1=C(CC2NCCC(C2)C(=O)OC)C=CC=C1)(F)F (methyl 2-(2-(trifluoromethyl)benzyl)-piperidine-4-carboxylate). Yield: 89.2%. RXN SMILES: [F:1][C:2]([F:21])([F:20])[C:3]1[CH:19]=[CH:18][CH:17]=[CH:16][C:4]=1[CH2:5][C:6]1[CH:7]=[C:8]([CH:13]=[CH:14][N:15]=1)[C:9]([O:11][CH3:12])=[O:10]>C(O)(=O)C.[Pt](=O)=O>[F:20][C:2]([F:1])([F:21])[C:3]1[CH:19]=[CH:18][CH:17]=[CH:16][C:4]=1[CH2:5][CH:6]1[CH2:7][CH:8]([C:9]([O:11][CH3:12])=[O:10])[CH2:13][CH2:14][NH:15]1. Reported procedure: Methyl 2-(2-(trifluoromethyl)benzyl)isonicotinate (4.613 g, 15.62 mmol) was dissolved in acetic acid (40 mL) and platinum(IV) oxide (0.26 g, 1.14 mmol) added. The resulting mixture was hydrogenated in a Büchi hydrogenator for 3 h at room temperature and 5 bar. More platinum(IV) oxide (160 mg) was added and the hydrogenation continued at room temperature at 5 bar for 2 h. The catalyst was filtered off and washed with MeOH and the eluate evaporated. DCM and 10% K2CO3 were added and the phases sepa... Reactants: ClC1=C(C(=O)C2=CC=C(C=C2)Cl)C=C(C=C1)[N+](=O)[O-] (2,4'-dichloro-5-nitro-benzophenone), C([O-])([O-])=O.[Ca+2] (calcium carbonate), OC1CCNCC1 (4-hydroxypiperidine). Solvent: C(C)O (ethanol). Yields the product OC1CCN(CC1)C1=C(C=C(C=C1)[N+](=O)[O-])C(=O)C1=CC=C(C=C1)Cl ([2-(4-hydroxy-1-piperidinyl)-5-nitrophenyl]-(4-chlorophenyl)-methanone). Isolated yield 69.6%. As a reaction SMILES: Cl[C:2]1[CH:16]=[CH:15][C:14]([N+:17]([O-:19])=[O:18])=[CH:13][C:3]=1[C:4]([C:6]1[CH:11]=[CH:10][C:9]([Cl:12])=[CH:8][CH:7]=1)=[O:5].C(=O)([O-])[O-].[Ca+2].[OH:25][CH:26]1[CH2:31][CH2:30][NH:29][CH2:28][CH2:27]1>C(O)C>[OH:25][CH:26]1[CH2:31][CH2:30][N:29]([C:2]2[CH:16]=[CH:15][C:14]([N+:17]([O-:19])=[O:18])=[CH:13][C:3]=2[C:4]([C:6]2[CH:11]=[CH:10][C:9]([Cl:12])=[CH:8][CH:7]=2)=[O:5])[CH2:28][CH2:27]1 |f:1.2|. Reported procedure: Proceeding as indicated in example 2, with 0.0506 mole (15 g) of 2,4'-dichloro-5-nitro-benzophenone, 0.076 mole (10.5 g) of calcium carbonate and 0.076 mole (76.8 g) of 4-hydroxypiperidine, in 100 cm3 of ethanol, 12.7 g (Yield: 70%) of the expected product are obtained after re-crystallization in ethyl acetate. M.P. 142° C.